This data is from the Open Reaction Database (ORD), a public repository of structured organic reaction records. The task is: describe an organic reaction: reactants, conditions, products, and yield The reactants are COC=1C=C(C=CC1[N+](=O)[O-])N1CC(C(CC1)N)(C)C (1-(3-methoxy-4-nitrophenyl)-3,3-dimethylpiperidin-4-amine), COC=1C=C(C=CC1[N+](=O)[O-])N1CC(C(CC1)N)(C)C (1-(3-methoxy-4-nitrophenyl)-3,3-dimethylpiperidin-4-amine). Reagents/catalysts: [Pd] (Pd/C). Solvent: CO (methanol). Conditions: time 4 hour. The product is NC1=C(C=C(C=C1)N1CC(C(CC1)N)(C)C)OC (1-(4-Amino-3-methoxyphenyl)-3,3-dimethylpiperidin-4-amine). RXN SMILES: [CH3:1][O:2][C:3]1[CH:4]=[C:5]([N:12]2[CH2:17][CH2:16][CH:15]([NH2:18])[C:14]([CH3:20])([CH3:19])[CH2:13]2)[CH:6]=[CH:7][C:8]=1[N+:9]([O-])=O>CO.[Pd]>[NH2:9][C:8]1[CH:7]=[CH:6][C:5]([N:12]2[CH2:17][CH2:16][CH:15]([NH2:18])[C:14]([CH3:19])([CH3:20])[CH2:13]2)=[CH:4][C:3]=1[O:2][CH3:1]. Reported procedure: Pd/C (10% wet base, 20 mg) was added to a solution of 1-(3-methoxy-4-nitrophenyl)-3,3-dimethylpiperidin-4-amine (INTERMEDIATE 40) (0.2 g, 0.72 mmol) in methanol (4 mL). The reaction mixture was degassed and was stirred at RT under a hydrogen ballon for 4 h. The catalyst was removed by filtering the mixture through a pad of Celite®. The filtrate was concentrated to give the title product and it was used without further purification. m/z 250. Reactants: C(C)OC(C(CC)CC)=O (2-ethyl-butyric acid ethyl ester), IC (iodomethane). Yields the product C(C)OC(C(CC)(C)CC)=O (2-ethyl-2-methyl-butyric acid ethyl ester). Conditions: temperature -78 celsius, time 1 hour. Solvent: C1CCOC1 (THF). RXN SMILES: [CH2:1]([O:3][C:4](=[O:10])[CH:5]([CH2:8][CH3:9])[CH2:6][CH3:7])[CH3:2].I[CH3:12]>C1COCC1>[CH2:1]([O:3][C:4](=[O:10])[C:5]([CH2:8][CH3:9])([CH3:12])[CH2:6][CH3:7])[CH3:2]. Reported procedure: Diisopropylamine (1.13 mL, 8.05 mmol) was dissolved in THF (1 ml) under nitrogen. The mixture was cooled to −78° C. and n-Buli (3.08 mL, 7.7 mmol) was added dropwise to form LDA. A solution of 2-ethyl-butyric acid ethyl ester (0.57 mL, 3.5 mmol) in THF (2 ml) was added dropwise to this solution. The resulting mixture was stirred at −78° C. under nitrogen for 30 minutes before iodomethane (0.5 mL, 8.05 mmol) was added dropwise and the mixture was first stirred for 1 hour at −78° C., and then 30 m... Starting materials: C(C)(C)(C)OC(=O)NC(CCCCNS(=O)(=O)C=1C(=C(C=CC1Cl)NC(=O)NC1=C(C=CC=C1)Cl)O)C(=O)O (N-[3-[N″-[5-(tert-butoxycarbonylamino)-5-carboxypentyl]aminosulfonyl]-4-chloro-2-hydroxyphenyl]-N′(2-chlorophenyl) urea). Run in FC(C(=O)O)(F)F (trifluoroacetic acid). Yields the product Cl.NC(CCCCNS(=O)(=O)C=1C(=C(C=CC1Cl)NC(=O)NC1=C(C=CC=C1)Cl)O)C(=O)O (N-[3-[N″-(5-amino-5-carboxypentyl)aminosulfonyl]-4-chloro-2-hydroxyphenyl]-N′(2-chlorophenyl) urea hydrochloride). The yield is 139.0%. As a reaction SMILES: C(OC([NH:8][CH:9]([C:37]([OH:39])=[O:38])[CH2:10][CH2:11][CH2:12][CH2:13][NH:14][S:15]([C:18]1[C:19]([OH:36])=[C:20]([NH:25][C:26]([NH:28][C:29]2[CH:34]=[CH:33][CH:32]=[CH:31][C:30]=2[Cl:35])=[O:27])[CH:21]=[CH:22][C:23]=1[Cl:24])(=[O:17])=[O:16])=O)(C)(C)C>FC(F)(F)C(O)=O>[ClH:24].[NH2:8][CH:9]([C:37]([OH:39])=[O:38])[CH2:10][CH2:11][CH2:12][CH2:13][NH:14][S:15]([C:18]1[C:19]([OH:36])=[C:20]([NH:25][C:26]([NH:28][C:29]2[CH:34]=[CH:33][CH:32]=[CH:31][C:30]=2[Cl:35])=[O:27])[CH:21]=[CH:22][C:23]=1[Cl:24])(=[O:17])=[O:16] |f:2.3|. Reported procedure: Following the general procedure for Boc deprotection in example 36, N-[3-[N″-[5-(tert-butoxycarbonylamino)-5-carboxypentyl]aminosulfonyl]-4-chloro-2-hydroxyphenyl]-N′(2-chlorophenyl) urea (104 mg, 0.17 mmol) was stirred in 1 mL of trifluoroacetic acid to form the desired product (64 mg, 61%). LC-MS (m/z) 505.0 (M+). The reactants are C(C1=CC=CC=C1)(=O)N[C@H](C(CN([C@@H](C)C(=O)N1[C@H](C(=O)OCC2=CC=CC=C2)CCC1)C(=O)OCC1=CC=CC=C1)O)CC1=CC=CC=C1 ((3S)-1-[N-[3-(Benzoylamino)-2-hydroxy-4-phenylbutyl]-N-[(phenylmethoxy)carbonyl]-L-alanyl]-L-proline, phenylmethyl ester), [OH-].[Na+] (sodium hydroxide). Procedure: (3S)-1-[N-[3-(Benzoylamino)-2-hydroxy-4-phenylbutyl]-N-[(phenylmethoxy)carbonyl]-L-alanyl]-L-proline, phenylmethyl ester from Example 1 (g) is treated with sodium hydroxide to give (3S)-1-[N-[3-(benzoylamino)-2-hydroxy-4-phenylbutyl]-N-[(phenylmethoxy)carbonyl]-L-alanyl]-L-proline. Treatment with the reagent listed below in Col. I gives the N-protected product shown in Col. II. Removal of the N-protecting group by hydrogenolysis with palladium on carbon catalyst in the presence of hydrochloric a... Reaction SMILES: [C:1]([NH:9][C@@H:10]([CH2:44][C:45]1[CH:50]=[CH:49][CH:48]=[CH:47][CH:46]=1)[CH:11]([OH:43])[CH2:12][N:13]([C:33]([O:35][CH2:36][C:37]1[CH:42]=[CH:41][CH:40]=[CH:39][CH:38]=1)=[O:34])[C@H:14]([C:16]([N:18]1[CH2:32][CH2:31][CH2:30][C@H:19]1[C:20]([O:22]CC1C=CC=CC=1)=[O:21])=[O:17])[CH3:15])(=[O:8])[C:2]1[CH:7]=[CH:6][CH:5]=[CH:4][CH:3]=1.[OH-].[Na+]>>[C:1]([NH:9][C@@H:10]([CH2:44][C:45]1[CH:50]=[CH:49][CH:48]=[CH:47][CH:46]=1)[CH:11]([OH:43])[CH2:12][N:13]([C:33]([O:35][CH2:36][C:37]1[CH:42]=[CH:41][CH:40]=[CH:39][CH:38]=1)=[O:34])[C@H:14]([C:16]([N:18]1[CH2:32][CH2:31][CH2:30][C@H:19]1[C:20]([OH:22])=[O:21])=[O:17])[CH3:15])(=[O:8])[C:2]1[CH:7]=[CH:6][CH:5]=[CH:4][CH:3]=1 |f:1.2|. Product: C(C1=CC=CC=C1)(=O)N[C@H](C(CN([C@@H](C)C(=O)N1[C@H](C(=O)O)CCC1)C(=O)OCC1=CC=CC=C1)O)CC1=CC=CC=C1 ((3S)-1-[N-[3-(benzoylamino)-2-hydroxy-4-phenylbutyl]-N-[(phenylmethoxy)carbonyl]-L-alanyl]-L-proline). Starting materials: C1CC[Si](CC1)(Cl)Cl (cyclopentamethylenedichlorosilane), NC(=O)N (urea), ice, C(CO)(=O)OCC1=CC=CC=C1 (benzyl glycolate). Solvent: C1CCOC1 (THF). Run at temperature 0 celsius, time 40 minute. Product: Cl[Si]1(CCCCC1)OCC(=O)OCC1=CC=CC=C1 (benzyl 2-((1-chlorosilinan-1-yl)oxy)acetate). Reaction SMILES: [CH2:1]1[CH2:6][CH2:5][Si:4]([Cl:8])(Cl)[CH2:3][CH2:2]1.NC(N)=O.[C:13]([O:17][CH2:18][C:19]1[CH:24]=[CH:23][CH:22]=[CH:21][CH:20]=1)(=[O:16])[CH2:14][OH:15]>C1COCC1>[Cl:8][Si:4]1([O:15][CH2:14][C:13]([O:17][CH2:18][C:19]2[CH:24]=[CH:23][CH:22]=[CH:21][CH:20]=2)=[O:16])[CH2:3][CH2:2][CH2:1][CH2:6][CH2:5]1. Procedure details: To a solution of cyclopentamethylenedichlorosilane (0.5 mL; 3.42 mmol) in dry THF (10 mL) was added urea (0.246 g; 4.10 mmol). The mixture was then cooled to 0° C. and benzyl glycolate (0.48 mL; 3.42 mmol) was added dropwise over a 15 minute span. The mixture was then taken off the ice bath and allowed to stir at room temperature for 40 minutes. The mixture was then concentrated under high vacuum and diluted with chloroform. The aqueous layer was soaked up with excess Na2SO4 and the mixture was ...